Dataset: the Open Reaction Database (ORD), a public repository of structured organic reaction records. Task: describe an organic reaction: reactants, conditions, products, and yield The reactants are E1, ClC1=NC(N2C(N(CCC2)C)=C1)=O (8-chloro-1-methyl-3,4-dihydro-1H-pyrimido[1,6-a]pyrimidin-6(2H)-one), FC=1C=C(C=CC1OC1=CC(=C(C=C1)F)C(F)(F)F)CO ((3-fluoro-4-(4-fluoro-3-(trifluoromethyl)phenoxy)phenyl)methanol). Reported procedure: The title compound was prepared by a procedure similar to that described for E1 starting from 8-chloro-1-methyl-3,4-dihydro-1H-pyrimido[1,6-a]pyrimidin-6(2H)-one and (3-fluoro-4-(4-fluoro-3-(trifluoromethyl)phenoxy)phenyl)methanol. The product is FC=1C=C(COC2=NC(N3C(N(CCC3)C)=C2)=O)C=CC1OC1=CC(=C(C=C1)F)C(F)(F)F (8-((3-fluoro-4-(4-fluoro-3-(trifluoromethyl)phenoxy)benzyl)oxy)-1-methyl-3,4-dihydro-1H-pyrimido[1,6-a]pyrimidin-6(2H)-one). RXN SMILES: Cl[C:2]1[CH:12]=[C:6]2[N:7]([CH3:11])[CH2:8][CH2:9][CH2:10][N:5]2[C:4](=[O:13])[N:3]=1.[F:14][C:15]1[CH:16]=[C:17]([CH2:33][OH:34])[CH:18]=[CH:19][C:20]=1[O:21][C:22]1[CH:27]=[CH:26][C:25]([F:28])=[C:24]([C:29]([F:32])([F:31])[F:30])[CH:23]=1>>[F:14][C:15]1[CH:16]=[C:17]([CH:18]=[CH:19][C:20]=1[O:21][C:22]1[CH:27]=[CH:26][C:25]([F:28])=[C:24]([C:29]([F:32])([F:30])[F:31])[CH:23]=1)[CH2:33][O:34][C:2]1[CH:12]=[C:6]2[N:7]([CH3:11])[CH2:8][CH2:9][CH2:10][N:5]2[C:4](=[O:13])[N:3]=1.